Dataset: the Open Reaction Database (ORD), a public repository of structured organic reaction records. Task: describe an organic reaction: reactants, conditions, products, and yield Starting materials: N,N'-methanetetraylbis[cyclohexanamine], C(=S)=S (carbon disulfide), NCCN1CCC(CC1)NC=1N(C2=NC=NC=C2N1)CC1=CC=C(C=C1)F (N-[1-(2-aminoethyl)-4-piperidinyl]-9-[(4-fluorophenyl)methyl]-9H-purin-8-amine). Solvent: O1CCCC1 (tetrahydrofuran). Product: 16, FC1=CC=C(C=C1)CN1C2=NC=NC=C2N=C1NC1CCN(CC1)CCN=C=S (9-[(4-fluorophenyl)methyl]-N-[1-(2-isothiocyanatoethyl)-4-piperidinyl]-9H-purin-8-amine). RXN SMILES: [C:1](=[S:3])=S.[NH2:4][CH2:5][CH2:6][N:7]1[CH2:12][CH2:11][CH:10]([NH:13][C:14]2[N:15]([CH2:23][C:24]3[CH:29]=[CH:28][C:27]([F:30])=[CH:26][CH:25]=3)[C:16]3[C:21]([N:22]=2)=[CH:20][N:19]=[CH:18][N:17]=3)[CH2:9][CH2:8]1>O1CCCC1>[F:30][C:27]1[CH:26]=[CH:25][C:24]([CH2:23][N:15]2[C:14]([NH:13][CH:10]3[CH2:11][CH2:12][N:7]([CH2:6][CH2:5][N:4]=[C:1]=[S:3])[CH2:8][CH2:9]3)=[N:22][C:21]3[C:16]2=[N:17][CH:18]=[N:19][CH:20]=3)=[CH:29][CH:28]=1. Procedure details: To a stirred and cooled (-10° C.) mixture of 5.6 parts of N,N'-methanetetraylbis[cyclohexanamine], 13.9 parts of carbon disulfide and 90 parts of tetrahydrofuran were added portionwise 10 parts of N-[1-(2-aminoethyl)-4-piperidinyl]-9-[(4-fluorophenyl)methyl]-9H-purin-8-amine. Upon completion, the temperature was allowed to rise to room temperature and the reaction mixture was evaporated, yielding 16 parts of 9-[(4-fluorophenyl)methyl]-N-[1-(2-isothiocyanatoethyl)-4-piperidinyl]-9H-purin-8-amine ... The reactants are O (water), C(C1=CC=CC=C1)O[C@H]1[C@@H](C=CO[C@@H]1COCC1=CC=CC=C1)O (4,6-di-O-benzyl-D-glucal), O (Water), Br (hydrobromic acid), C([O-])([O-])=O.[Na+].[Na+] (sodium carbonate). Run in C1CCOC1 (THF). Product: C(C1=CC=CC=C1)O[C@@H]([C@@H](CC=O)O)[C@H](O)COCC1=CC=CC=C1 (4,6-di-O-benzyl-2-deoxy-D-glucose). The yield is 63.0%. RXN SMILES: [CH2:1]([O:8][C@@H:9]1[C@@H:14]([CH2:15][O:16][CH2:17][C:18]2[CH:23]=[CH:22][CH:21]=[CH:20][CH:19]=2)[O:13][CH:12]=[CH:11][C@H:10]1[OH:24])[C:2]1[CH:7]=[CH:6][CH:5]=[CH:4][CH:3]=1.O.Br.C(=O)([O-])[O-:28].[Na+].[Na+]>C1COCC1>[CH2:1]([O:8][C@H:9]([C@@H:14]([CH2:15][O:16][CH2:17][C:18]1[CH:23]=[CH:22][CH:21]=[CH:20][CH:19]=1)[OH:13])[C@H:10]([OH:24])[CH2:11][CH:12]=[O:28])[C:2]1[CH:7]=[CH:6][CH:5]=[CH:4][CH:3]=1 |f:3.4.5|. Reported procedure: 4,6-di-O-benzyl-D-glucal (4.9 mmol) was dissolved in THF (60 mL). 48% Water solution of hydrobromic acid (0.4 mL) was added and the reaction mixture was stirred at room temperature. After reaction was completed, water (250 mL) was added, and pH of obtained solution was adjusted to 8 using saturated sodium carbonate. Water solution was then extracted with ethyl acetate (3×100 mL). Combined water extracts were washed with water until neutral, and dried over anhydrous sodium sulfate. Solids and sol... The reactants are ice water, [H-].[Na+] (sodium hydride), C(C)OC1=C(C2=CC=CC=C2C=C1)C(=O)Cl (2-Ethoxy-naphthalene-1-carbonyl chloride), BrC1=CNC2=NC=CC=C12 (3-Bromo-7-azaindole). Solvent: CN(C=O)C (N,N-dimethylformamide). Reaction conditions: time 30 minute. The product is BrC1=CN(C2=NC=CC=C21)C(=O)C2=C(C=CC1=CC=CC=C21)OCC ((3-Bromo-pyrrolo[2,3-b]pyridin-1-yl)-(2-ethoxy-naphthalen-1-yl)-methanone). Isolated yield 101.2%. RXN SMILES: [Br:1][C:2]1[C:10]2[C:5](=[N:6][CH:7]=[CH:8][CH:9]=2)[NH:4][CH:3]=1.[H-].[Na+].[CH2:13]([O:15][C:16]1[CH:25]=[CH:24][C:23]2[C:18](=[CH:19][CH:20]=[CH:21][CH:22]=2)[C:17]=1[C:26](Cl)=[O:27])[CH3:14]>CN(C)C=O>[Br:1][C:2]1[C:10]2[C:5](=[N:6][CH:7]=[CH:8][CH:9]=2)[N:4]([C:26]([C:17]2[C:18]3[C:23](=[CH:22][CH:21]=[CH:20][CH:19]=3)[CH:24]=[CH:25][C:16]=2[O:15][CH2:13][CH3:14])=[O:27])[CH:3]=1 |f:1.2|. Procedure details: 3-Bromo-7-azaindole (500 mg, 2.0 mmol) 3 was dissolved in N,N-dimethylformamide (50 mL) and sodium hydride (210 mg, 5.3 mmol, 60% dispersion in mineral oil) and 2-Ethoxy-naphthalene-1-carbonyl chloride (710 mg, 3.0 mmol) were added. The reaction mixture was stirred at ambient temperature for 30 min, cast into ice water (100 mL) and extracted into ethyl acetate. The organic portion was dried with anhydrous magnesium sulfate, filtered and the filtrate concentrated. Purification via column chromato... The reactants are C1(=CC=C(C=C1)S(=O)(=O)O)C (p-toluenesulfonic acid), ketone, CC(=O)C (acetone), C=1C=CC2=C(C1)C(=CN2)CCO (tryptophol), CC(=O)C (acetone), C1(=CC=C(C=C1)S(=O)(=O)O)C (p-toluenesulfonic acid). The solvent is C1=CC=CC=C1 (benzene). Conditions: time 1.5 hour. Yields the product CC1(OCCC2=C1NC1=CC=CC=C21)C (1,1-DIMETHYL-1,3,4,9-TETRAHYDROPYRANO-[3,4-b]INDOLE). Reaction SMILES: [CH:1]1[CH:2]=[CH:3][C:4]2[NH:9][CH:8]=[C:7]([CH2:10][CH2:11][OH:12])[C:5]=2[CH:6]=1.[CH3:13][C:14]([CH3:16])=O.C1(C)C=CC(S(O)(=O)=O)=CC=1>C1C=CC=CC=1>[CH3:13][C:14]1([CH3:16])[C:8]2[NH:9][C:4]3[C:5]([C:7]=2[CH2:10][CH2:11][O:12]1)=[CH:6][CH:1]=[CH:2][CH:3]=3. Procedure details: A solution of tryptophol (8 g, 0.05M), acetone (5 g) and p-toluenesulfonic acid (100 mg) in 100 ml benzene containing hydrated alkali-aluminum silicate (Molecular Sieves No. 4) is heated to reflux for 1 hr. More p-toluenesulfonic acid (100 mg) and the ketone, acetone (3 g), is added and the reflux contained for a further 1.5 hr. The reactants are [N+](=O)([O-])C=1C=CC(=NC1)OCC(C(F)F)(F)F (5-nitro-2-(2,2,3,3-tetrafluoro-propoxy)pyridine). The reagents and catalysts are [Pd] (Pd—C). Run in CO (methanol). Yields the product FC(COC1=CC=C(C=N1)N)(C(F)F)F (6-(2,2,3,3-tetrafluoro propoxy)-pyridin-3-ylamine). The yield is 446.1%. RXN SMILES: [N+:1]([C:4]1[CH:5]=[CH:6][C:7]([O:10][CH2:11][C:12]([F:17])([F:16])[CH:13]([F:15])[F:14])=[N:8][CH:9]=1)([O-])=O>CO.[Pd]>[F:17][C:12]([F:16])([CH:13]([F:15])[F:14])[CH2:11][O:10][C:7]1[N:8]=[CH:9][C:4]([NH2:1])=[CH:5][CH:6]=1. Reported procedure: A solution of 5-nitro-2-(2,2,3,3-tetrafluoro-propoxy)pyridine (1.5 g, 0.6 mmol) in methanol (30 ml) was hydrogenated over 10% Pd—C (150 mg) at atmospheric pressure until no further gas was absorbed. The reaction mixture was filtered over celite and the filtrate concentrated to dryness to yield 6-(2,2,3,3-tetrafluoro propoxy)-pyridin-3-ylamine (600 mg, 50%) as solid. Starting materials: CCCCCCCCCCCCCCCCNc1ccc(C=CC(=O)OCC)cc1, CCO, CC(=O)O, [Na+], [OH-], O. The product is CCCCCCCCCCCCCCCCNc1ccc(C=CC(=O)O)cc1. As a reaction SMILES: [CH2:1]([CH2:2][CH2:3][CH2:4][CH2:5][CH2:6][CH2:7][CH2:8][CH2:9][CH2:10][CH2:11][CH2:12][CH2:13][CH2:14][CH2:15][CH3:16])[NH:17][c:18]1[cH:19][cH:20][c:21]([CH:22]=[CH:23][C:24](=[O:25])[O:26][CH2:27][CH3:28])[cH:29][cH:30]1.[CH3:34][CH2:35][OH:36].[CH3:37][C:38](=[O:39])[OH:40].[Na+:32].[OH-:31].[OH2:33]>>[CH2:1]([CH2:2][CH2:3][CH2:4][CH2:5][CH2:6][CH2:7][CH2:8][CH2:9][CH2:10][CH2:11][CH2:12][CH2:13][CH2:14][CH2:15][CH3:16])[NH:17][c:18]1[cH:19][cH:20][c:21]([CH:22]=[CH:23][C:24](=[O:25])[OH:26])[cH:29][cH:30]1. As a reaction SMILES: [C:33](=[O:34])([O-:35])[O-:36].[CH3:1][O:2][C:3]([CH2:4][O:5][c:6]1[c:7]2[c:8](=[O:26])[c:9]([S:18][c:19]3[cH:20][cH:21][c:22]([Cl:25])[cH:23][cH:24]3)[c:10]([CH3:17])[nH:11][c:12]2[c:13]([Cl:16])[cH:14][cH:15]1)=[O:27].[CH3:28][N:29]([CH3:30])[CH:31]=[O:32].[Cl:39][C:40]([F:41])([F:42])[O:43][C:44](=[O:45])[CH3:46].[K+:37].[K+:38].[OH2:47]>>[CH3:1][O:2][C:3]([CH2:4][O:5][c:6]1[c:7]2[c:8]([O:26][CH:40]([F:41])[F:42])[c:9]([S:18][c:19]3[cH:20][cH:21][c:22]([Cl:25])[cH:23][cH:24]3)[c:10]([CH3:17])[n:11][c:12]2[c:13]([Cl:16])[cH:14][cH:15]1)=[O:27]. The reactants are O=C([O-])[O-], COC(=O)COc1ccc(Cl)c2[nH]c(C)c(Sc3ccc(Cl)cc3)c(=O)c12, CN(C)C=O, CC(=O)OC(F)(F)Cl, [K+], [K+], O. Yields the product COC(=O)COc1ccc(Cl)c2nc(C)c(Sc3ccc(Cl)cc3)c(OC(F)F)c12. The reactants are [H-], Nc1nc(Cl)nc2c1ncn2Cc1ccccc1, [Na+], CN(C)C=O, OCCCS. Product: Nc1nc(SCCCO)nc2c1ncn2Cc1ccccc1. Reaction SMILES: [H-:1].[NH2:8][c:9]1[c:10]2[n:11][cH:12][n:13]([CH2:19][c:20]3[cH:21][cH:22][cH:23][cH:24][cH:25]3)[c:14]2[n:15][c:16]([Cl:18])[n:17]1.[Na+:2].[O:26]=[CH:27][N:28]([CH3:29])[CH3:30].[SH:3][CH2:4][CH2:5][CH2:6][OH:7]>>[S:3]([CH2:4][CH2:5][CH2:6][OH:7])[c:16]1[n:15][c:14]2[c:10]([c:9]([NH2:8])[n:17]1)[n:11][cH:12][n:13]2[CH2:19][c:20]1[cH:21][cH:22][cH:23][cH:24][cH:25]1. Reactants: CC(C)(C)OC(=O)N1CCn2c(Br)nc(C(=O)O)c2C1, [Li]C(C)(C)C, C1CCOC1, CON(C)C(=O)c1ccccc1. Product: CC(C)(C)OC(=O)N1CCn2c(C(=O)c3ccccc3)nc(C(=O)O)c2C1. Reaction SMILES: [Br:1][c:2]1[n:3][c:4]([C:18](=[O:19])[OH:20])[c:5]2[n:6]1[CH2:7][CH2:8][N:9]([C:11](=[O:12])[O:13][C:14]([CH3:15])([CH3:16])[CH3:17])[CH2:10]2.[C:33]([Li:34])([CH3:35])([CH3:36])[CH3:37].[CH2:38]1[O:39][CH2:40][CH2:41][CH2:42]1.[CH3:21][O:22][N:23]([CH3:24])[C:25](=[O:26])[c:27]1[cH:28][cH:29][cH:30][cH:31][cH:32]1>>[c:2]1([C:25](=[O:26])[c:27]2[cH:28][cH:29][cH:30][cH:31][cH:32]2)[n:3][c:4]([C:18](=[O:19])[OH:20])[c:5]2[n:6]1[CH2:7][CH2:8][N:9]([C:11](=[O:12])[O:13][C:14]([CH3:15])([CH3:16])[CH3:17])[CH2:10]2. Starting materials: [Br-], Brc1ccc(Br)nc1, CC[Mg+], [Cl-], [Cl-], C1CCOC1, [Zn+2]. The product is CCc1ccc(Br)cn1. Reaction SMILES: [Br-:1].[Br:5][c:6]1[n:7][cH:8][c:9]([Br:12])[cH:10][cH:11]1.[CH2:2]([CH3:3])[Mg+:4].[Cl-:18].[Cl-:20].[O:13]1[CH2:14][CH2:15][CH2:16][CH2:17]1.[Zn+2:19]>>[CH2:2]([CH3:3])[c:6]1[n:7][cH:8][c:9]([Br:12])[cH:10][cH:11]1.